From a dataset of the Open Reaction Database (ORD), a public repository of structured organic reaction records. describe an organic reaction: reactants, conditions, products, and yield Reactants: C1(CC1)N (Cyclopropylamine), NC=1C2=C(N=C(N1)C1=NN(C3=NC=CC=C31)CCC(C(F)(F)F)(F)F)NC(C2(C(=O)OCC)C)=O (ethyl 4-amino-5-methyl-6-oxo-2-[1-(3,3,4,4,4-pentafluorobutyl)-1H-pyrazolo[3,4-b]pyridin-3-yl]-6,7-dihydro-5H-pyrrolo[2,3-d]pyrimidine-5-carboxylate), resultant mixture. Yields the product NC=1C2=C(N=C(N1)C1=NN(C3=NC=CC=C31)CCC(C(F)(F)F)(F)F)NC(C2(C(=O)NC2CC2)C)=O (4-Amino-N-Cyclopropyl-5-Methyl-6-Oxo-2-[1-(3,3,4,4,4-Pentafluorobutyl)-1H-Pyrazolo[3,4-B]Pyridin-3-yl]-6,7-Dihydro-5H-Pyrrolo[2,3-D]Pyrimidine-5-Carboxamide). Reaction SMILES: [CH:1]1([NH2:4])[CH2:3][CH2:2]1.[NH2:5][C:6]1[C:7]2[C:32]([CH3:38])([C:33](OCC)=[O:34])[C:31](=[O:39])[NH:30][C:8]=2[N:9]=[C:10]([C:12]2[C:20]3[C:15](=[N:16][CH:17]=[CH:18][CH:19]=3)[N:14]([CH2:21][CH2:22][C:23]([F:29])([F:28])[C:24]([F:27])([F:26])[F:25])[N:13]=2)[N:11]=1>>[NH2:5][C:6]1[C:7]2[C:32]([CH3:38])([C:33]([NH:4][CH:1]3[CH2:3][CH2:2]3)=[O:34])[C:31](=[O:39])[NH:30][C:8]=2[N:9]=[C:10]([C:12]2[C:20]3[C:15](=[N:16][CH:17]=[CH:18][CH:19]=3)[N:14]([CH2:21][CH2:22][C:23]([F:29])([F:28])[C:24]([F:25])([F:27])[F:26])[N:13]=2)[N:11]=1. Reported procedure: Cyclopropylamine (10.71 mL, 155 mmol) was added to ethyl 4-amino-5-methyl-6-oxo-2-[1-(3,3,4,4,4-pentafluorobutyl)-1H-pyrazolo[3,4-b]pyridin-3-yl]-6,7-dihydro-5H-pyrrolo[2,3-d]pyrimidine-5-carboxylate, as prepared by the procedure described in Example 158, (594 mg, 1.189 mmol) and the resultant mixture heated at 50° C. for 16 hours. The mixture was concentrated in vacuo and the residue purified by silica gel column chromatography using a hexanes/EtOAc gradient. Chiral separation using SFC on a Ch... Reactants: BrC1=CC=C2COC(C2=C1)=O (6-bromo-3H-isobenzofuran-1-one), BrC1=CC=C2COC(C2=C1)=O (6-bromo-3H-isobenzofuran-1-one), P(=O)([O-])([O-])[O-].[K+].[K+].[K+] (potassium phosphate), C1CCOC1 (THF). Solvent: O (water). Reaction conditions: temperature 100 celsius. The product is C(C)C1=CC=C2COC(C2=C1)=O (6-ethyl-3H-isobenzofuran-1-one). As a reaction SMILES: Br[C:2]1[CH:10]=[C:9]2[C:5]([CH2:6][O:7][C:8]2=[O:11])=[CH:4][CH:3]=1.P([O-])([O-])([O-])=O.[K+].[K+].[K+].[CH2:20]1COC[CH2:21]1>O>[CH2:20]([C:2]1[CH:10]=[C:9]2[C:5]([CH2:6][O:7][C:8]2=[O:11])=[CH:4][CH:3]=1)[CH3:21] |f:1.2.3.4|. Procedure: A mixture of 6-bromo-3H-isobenzofuran-1-one (Intermediate 72, 0.7 g) and potassium phosphate (1.9 g) in THF (7.3 ml) and water (3.7 ml) was degassed and palladium chloride dppf adduct with DCM (0.134 g) and triethyl borane (1M solution in THF, 4.3 ml) were added. The resultant mixture was stirred and heated at 100° C. for 1.5 hours. After cooling to room temperature, the mixture was diluted with ethyl acetate and washed with water and brine then dried (Na2SO4) and filtered. The filtrate was evap... The reactants are CNc1c[n+]([O-])c(Br)cc1[N+](=O)[O-], CO, ClCCl, O, BrP(Br)Br. Product: CNc1cnc(Br)cc1[N+](=O)[O-]. RXN SMILES: [Br:1][c:2]1[n+:3]([O-:13])[cH:4][c:5]([NH:11][CH3:12])[c:6]([N+:8](=[O:9])[O-:10])[cH:7]1.[CH3:19][OH:20].[Cl:21][CH2:22][Cl:23].[OH2:18].[P:14]([Br:15])([Br:16])[Br:17]>>[Br:1][c:2]1[n:3][cH:4][c:5]([NH:11][CH3:12])[c:6]([N+:8](=[O:9])[O-:10])[cH:7]1.